This data is from the Open Reaction Database (ORD), a public repository of structured organic reaction records. The task is: describe an organic reaction: reactants, conditions, products, and yield The reactants are CC=1C=C2C=C(C(=NC2=CC1)C1=CC=CC=C1)CC(=O)OCC (ethyl (6-methyl-2-phenylquinolin-3-yl)acetate), [H-].[Al+3].[Li+].[H-].[H-].[H-] (lithium aluminium hydride). Solvent: C1CCOC1 (THF), C1CCOC1 (THF). Yields the product CC=1C=C2C=C(C(=NC2=CC1)C1=CC=CC=C1)CCO (2-(6-methyl-2-phenylquinolin-3-yl)ethanol). Reaction SMILES: [CH3:1][C:2]1[CH:3]=[C:4]2[C:9](=[CH:10][CH:11]=1)[N:8]=[C:7]([C:12]1[CH:17]=[CH:16][CH:15]=[CH:14][CH:13]=1)[C:6]([CH2:18][C:19](OCC)=[O:20])=[CH:5]2.[H-].[Al+3].[Li+].[H-].[H-].[H-]>C1COCC1>[CH3:1][C:2]1[CH:3]=[C:4]2[C:9](=[CH:10][CH:11]=1)[N:8]=[C:7]([C:12]1[CH:17]=[CH:16][CH:15]=[CH:14][CH:13]=1)[C:6]([CH2:18][CH2:19][OH:20])=[CH:5]2 |f:1.2.3.4.5.6|. Procedure: 0.50 g (1.64 mmol) of 16, dissolved in 5 ml of THF, was slowly added dropwise to a suspension of 0.12 g (3.27 mmol) of lithium aluminium hydride (LiAlH4, powder) in 10 ml of THF with stirring and ice-cooling. The mixture was stirred for 3 h at RT, excess LiAlH4 was destroyed by addition of saturated ammonium chloride solution, and the mixture was extracted 2× with ethyl acetate. The combined organic phases were dried, the solvent was removed, and the residue was purified by column chromatography... Reactants: P(O)(O)(O)=O (phosphoric acid), ClC1=CC(=C(C=C1)NC(COCC(=O)O)=O)C(=O)OC ((2-([4-chloro-2-(methoxycarbonyl)phenyl]amino)-2-oxoethoxy)acetic acid). Product: C(C1=CC=CC=C1)(=O)O (benzoic acid). As a reaction SMILES: P(=O)(O)(O)O.Cl[C:7]1[CH:12]=[CH:11][C:10](NC(=O)COCC(O)=O)=[C:9]([C:22]([O:24]C)=[O:23])[CH:8]=1>>[C:22]([OH:24])(=[O:23])[C:9]1[CH:10]=[CH:11][CH:12]=[CH:7][CH:8]=1. Procedure details: Using the same method as in Example 1-(ii), phosphoric acid.[4-(3-aminophenyl)-1H-pyrazol-1-yl]methyl.di-tert-butyl was reacted with the (2-([4-chloro-2-(methoxycarbonyl)phenyl]amino)-2-oxoethoxy)acetic acid obtained in Example 1-(i) to give 5-chloro-2-([2-([3-(1-([(di-tert-butoxyphosphoryl)oxy]methyl)-1H-pyrazol-4-yl)phenyl]amino)-2-oxoethoxy)acetyl]amino)benzoic acid.methyl ester (yield: 45%). Starting materials: OC(C/C=C/I)CCCC (4-hydroxy-1-iodo-trans-1-octene), S(O)(O)(=O)=O (sulfuric acid), O.O.[Cr](=O)(=O)([O-])O[Cr](=O)(=O)[O-].[Na+].[Na+] (sodium dichromate dihydrate), O (water). Run in CCOCC (ether), CCOCC (ether). Conditions: time 2 hour. Product: I\C=C\CC(CCCC)=O (trans-1- Iodo-oct-1en-4one). Reaction SMILES: [OH:1][CH:2]([CH2:7][CH2:8][CH2:9][CH3:10])[CH2:3]/[CH:4]=[CH:5]/[I:6].O.O.[Cr](O[Cr]([O-])(=O)=O)([O-])(=O)=O.[Na+].[Na+].O.S(=O)(=O)(O)O>CCOCC>[I:6]/[CH:5]=[CH:4]/[CH2:3][C:2](=[O:1])[CH2:7][CH2:8][CH2:9][CH3:10] |f:1.2.3.4.5|. Reported procedure: To a solution of 6.4 g. of 4-hydroxy-1-iodo-trans-1-octene (U.S. Pat. No. 4,061,671, Ex. 4) in 25 ml. of ether, cooled in an ice-bath under argon, is added dropwise over 15 minutes, 25 ml. of a solution prepared by dissolving 100 g. of sodium dichromate dihydrate in 300 ml. of water, followed by 136 g. of sulfuric acid with ice-bath cooling and subsequent dilution to 500 ml. After addition, the mixture is stirred at room temperature for 2 hours and diluted with ether. The ether phase is separate... The reactants are ClC=1C=C(C=CC1Cl)C1=C(C(=NN1C)C(C)=O)O (1-[5-(3,4-dichlorophenyl)-4-hydroxy-1-methyl-1H-pyrazol-3-yl]ethanone), N(N)C(=S)NC1=CC=C(S1)C(=O)O (5-hydrazinocabonothioylamino-2-thiophenecarboxylic acid). Product: ClC=1C=C(C=CC1Cl)C1=C(C(=NN1C)C(C)=NNC(=S)NC1=CC=C(S1)C(=O)O)O (5-{[(2-{1-[5-(3,4-dichlorophenyl)-4-hydroxy-1-methyl-1H-pyrazol-3-yl]ethylidene}hydrazino)-carbonothioyl]amino}-2-thiophenecarboxylic acid). Reaction SMILES: [Cl:1][C:2]1[CH:3]=[C:4]([C:9]2[N:13]([CH3:14])[N:12]=[C:11]([C:15](=O)[CH3:16])[C:10]=2[OH:18])[CH:5]=[CH:6][C:7]=1[Cl:8].[NH:19]([C:21]([NH:23][C:24]1[S:28][C:27]([C:29]([OH:31])=[O:30])=[CH:26][CH:25]=1)=[S:22])[NH2:20]>>[Cl:1][C:2]1[CH:3]=[C:4]([C:9]2[N:13]([CH3:14])[N:12]=[C:11]([C:15](=[N:20][NH:19][C:21]([NH:23][C:24]3[S:28][C:27]([C:29]([OH:31])=[O:30])=[CH:26][CH:25]=3)=[S:22])[CH3:16])[C:10]=2[OH:18])[CH:5]=[CH:6][C:7]=1[Cl:8]. Reported procedure: From 1-[5-(3,4-dichlorophenyl)-4-hydroxy-1-methyl-1H-pyrazol-3-yl]ethanone (40.0 mg, 0.14 mmol) and 5-hydrazinocabonothioylamino-2-thiophenecarboxylic acid (33.9 mg, 0.14 mmol), the desired product was obtained in the same manner as in Synthetic Example 114 as a pale yellow solid (62.2 mg, yield 92%). Starting materials: CCO, CCOC(=O)C1(c2ccc(Cl)cc2)OCC2(CO1)c1ccccc1Oc1ccccc12, Cl, [K+], [OH-], O. Yields the product O=C(O)C1(c2ccc(Cl)cc2)OCC2(CO1)c1ccccc1Oc1ccccc12. Reaction SMILES: [CH3:34][CH2:35][OH:36].[Cl:1][c:2]1[cH:3][cH:4][c:5]([C:8]2([C:27](=[O:28])[O:29][CH2:30][CH3:31])[O:9][CH2:10][C:11]3([CH2:12][O:13]2)[c:14]2[cH:15][cH:16][cH:17][cH:18][c:19]2[O:20][c:21]2[cH:22][cH:23][cH:24][cH:25][c:26]23)[cH:6][cH:7]1.[ClH:37].[K+:33].[OH-:32].[OH2:38]>>[Cl:1][c:2]1[cH:3][cH:4][c:5]([C:8]2([C:27](=[O:28])[OH:29])[O:9][CH2:10][C:11]3([CH2:12][O:13]2)[c:14]2[cH:15][cH:16][cH:17][cH:18][c:19]2[O:20][c:21]2[cH:22][cH:23][cH:24][cH:25][c:26]23)[cH:6][cH:7]1. Starting materials: OC1(CCC(CC1)NC(OCC1=CC=CC=C1)=O)C (Benzyl (4-hydroxy-4-methylcyclohexyl)carbamate). Reagents/catalysts: [C].[Pd] (palladium-carbon). The solvent is C(C)O (ethanol). Reaction conditions: time 15 hour. Yields the product crude product, NC1CCC(CC1)(O)C (4-amino-1-methylcyclohexanol). As a reaction SMILES: [OH:1][C:2]1([CH3:19])[CH2:7][CH2:6][CH:5]([NH:8]C(=O)OCC2C=CC=CC=2)[CH2:4][CH2:3]1>C(O)C.[C].[Pd]>[NH2:8][CH:5]1[CH2:6][CH2:7][C:2]([CH3:19])([OH:1])[CH2:3][CH2:4]1 |f:2.3|. Reported procedure: The compound obtained in Step 1 of this Reference Example was dissolved in ethanol (12 mL). To the solution, 10% palladium-carbon catalyst (hydrated, 400 mg) was added, and the mixture was stirred at room temperature for 15 hours under a hydrogen atmosphere at normal pressure. After filtration through celite, the filtrate was concentrated under reduced pressure to obtain a crude product of 4-amino-1-methylcyclohexanol. This crude product and ethyl 3-(dimethylamino)-2-isocyanoacrylate (450 mg) we... Starting materials: C=CCN(C(=O)OCc1ccc([N+](=O)[O-])cc1)C1CCN(CC2CC(NC(=O)OC(C)(C)C)CC2c2ccccc2)CC1, O=C(Cl)C1CCCCC1. Product: C=CCN(C(=O)OCc1ccc([N+](=O)[O-])cc1)C1CCN(CC2CC(NC(=O)C3CCCCC3)CC2c2ccccc2)CC1. Reaction SMILES: [C:1]([O:2][C:3](=[O:4])[NH:8][CH:9]1[CH2:10][CH:11]([CH2:20][N:21]2[CH2:22][CH2:23][CH:24]([N:27]([CH2:28][CH:29]=[CH2:30])[C:31](=[O:32])[O:33][CH2:34][c:35]3[cH:36][cH:37][c:38]([N+:41](=[O:42])[O-:43])[cH:39][cH:40]3)[CH2:25][CH2:26]2)[CH:12]([c:14]2[cH:15][cH:16][cH:17][cH:18][cH:19]2)[CH2:13]1)([CH3:5])([CH3:6])[CH3:7].[CH:44]1([C:50](=[O:51])[Cl:52])[CH2:45][CH2:46][CH2:47][CH2:48][CH2:49]1>>[NH:8]([CH:9]1[CH2:10][CH:11]([CH2:20][N:21]2[CH2:22][CH2:23][CH:24]([N:27]([CH2:28][CH:29]=[CH2:30])[C:31](=[O:32])[O:33][CH2:34][c:35]3[cH:36][cH:37][c:38]([N+:41](=[O:42])[O-:43])[cH:39][cH:40]3)[CH2:25][CH2:26]2)[CH:12]([c:14]2[cH:15][cH:16][cH:17][cH:18][cH:19]2)[CH2:13]1)[C:50]([CH:44]1[CH2:45][CH2:46][CH2:47][CH2:48][CH2:49]1)=[O:51]. Reactants: C1COCCN1, ClCCl, COC1=C(OC)C(=O)C(Cc2ccc(-c3cccnc3)c(C(=O)O)c2)=C(C)C1=O. Product: COC1=C(OC)C(=O)C(Cc2ccc(-c3cccnc3)c(C(=O)N3CCOCC3)c2)=C(C)C1=O. RXN SMILES: [CH2:30]1[CH2:31][O:32][CH2:33][CH2:34][NH:35]1.[CH2:36]([Cl:37])[Cl:38].[CH3:1][O:2][C:3]1=[C:8]([O:9][CH3:10])[C:7](=[O:11])[C:6]([CH2:12][c:13]2[cH:14][cH:15][c:16](-[c:22]3[cH:23][n:24][cH:25][cH:26][cH:27]3)[c:17]([C:18](=[O:19])[OH:20])[cH:21]2)=[C:5]([CH3:28])[C:4]1=[O:29]>>[CH3:1][O:2][C:3]1=[C:8]([O:9][CH3:10])[C:7](=[O:11])[C:6]([CH2:12][c:13]2[cH:14][cH:15][c:16](-[c:22]3[cH:23][n:24][cH:25][cH:26][cH:27]3)[c:17]([C:18](=[O:19])[N:35]3[CH2:30][CH2:31][O:32][CH2:33][CH2:34]3)[cH:21]2)=[C:5]([CH3:28])[C:4]1=[O:29]. Reactants: CC(=O)Nc1ccc(OCC(O)CN2C(=O)c3ccccc3C2=O)cc1, CCO, Cl, NN, O. Yields the product CC(=O)Nc1ccc(OCC(O)CN)cc1, Cl. RXN SMILES: [C:4]([CH3:5])(=[O:6])[NH:7][c:8]1[cH:9][cH:10][c:11]([O:12][CH2:13][CH:14]([CH2:15][N:16]2[C:17](=[O:18])[c:19]3[cH:20][cH:21][cH:22][cH:23][c:24]3[C:25]2=[O:26])[OH:27])[cH:28][cH:29]1.[CH3:31][CH2:32][OH:33].[ClH:30].[NH2:2][NH2:3].[OH2:1]>>[C:4]([CH3:5])(=[O:6])[NH:7][c:8]1[cH:9][cH:10][c:11]([O:12][CH2:13][CH:14]([CH2:15][NH2:16])[OH:27])[cH:28][cH:29]1.[ClH:30]. Starting materials: COC(=O)Nc1nc2c(OC)ccc(N)c2o1, [Na+], C1COCCO1, [OH-], OCCO. The product is COc1ccc(N)c2oc(N)nc12. Reaction SMILES: [CH3:1][O:2][C:3]([NH:4][c:5]1[o:6][c:7]2[c:8]([n:9]1)[c:10]([O:15][CH3:16])[cH:11][cH:12][c:13]2[NH2:14])=[O:17].[Na+:19].[O:20]1[CH2:21][CH2:22][O:23][CH2:24][CH2:25]1.[OH-:18].[OH:26][CH2:27][CH2:28][OH:29]>>[NH2:4][c:5]1[o:6][c:7]2[c:8]([n:9]1)[c:10]([O:15][CH3:16])[cH:11][cH:12][c:13]2[NH2:14].